From a dataset of the Open Reaction Database (ORD), a public repository of structured organic reaction records. describe an organic reaction: reactants, conditions, products, and yield Reactants: ClCCCBr, CO, CCCCCCCCN(C)C. Product: [Br-], CCCCCCCC[N+](C)(C)CCCCl. Reaction SMILES: [Br:1][CH2:2][CH2:3][CH2:4][Cl:5].[CH3:17][OH:18].[CH3:6][N:7]([CH2:8][CH2:9][CH2:10][CH2:11][CH2:12][CH2:13][CH2:14][CH3:15])[CH3:16]>>[Br-:1].[CH2:2]([CH2:3][CH2:4][Cl:5])[N+:7]([CH3:6])([CH2:8][CH2:9][CH2:10][CH2:11][CH2:12][CH2:13][CH2:14][CH3:15])[CH3:16]. Isolated yield 45.8%. Reported procedure: To a solution of (4-{4,9-bis[(difluoromethyl)oxy]-1-hydroxy-3-oxo-1,3-dihydro-2H-benzo[f]isoindol-2-yl}-3-fluorophenyl)acetic acid (0.035 g, 0.072 mmol) in trifluoroacetic acid (2 ml) cooled to 0° C., was added triethylsilane (0.019 ml, 0.110 mmol). Stirring continued at 0° C. for 5 minutes and then the mixture was evaporated. The crude mixture was purified using MDAP. The clean fractions were evaporated to give the title compound (0.015 g, 0.033 mmol). LC/MS: Rt=3.15, [MH]+ 468. Yields the product FC(OC1=C2C(=C(C=3C(N(CC13)C1=C(C=C(C=C1)CC(=O)O)F)=O)OC(F)F)C=CC=C2)F ((4-{4,9-Bis[(difluoromethyl)oxy]-1-oxo-1,3-dihydro-2H-benzo[f]isoindol-2-yl}-3-fluorophenyl)acetic acid). Reactants: FC(OC1=C2C(=C(C=3C(N(C(C13)=O)C1=C(C=C(C=C1)CC(=O)O)F)O)OC(F)F)C=CC=C2)F ((4-{4,9-bis[(difluoromethyl)oxy]-1-hydroxy-3-oxo-1,3-dihydro-2H-benzo[f]isoindol-2-yl}-3-fluorophenyl)acetic acid), C(C)[SiH](CC)CC (triethylsilane). The solvent is FC(C(=O)O)(F)F (trifluoroacetic acid). Conditions: time 5 minute. RXN SMILES: [F:1][CH:2]([F:34])[O:3][C:4]1[C:12]2[C:11](=O)[N:10]([C:14]3[CH:19]=[CH:18][C:17]([CH2:20][C:21]([OH:23])=[O:22])=[CH:16][C:15]=3[F:24])[CH:9]([OH:25])[C:8]=2[C:7]([O:26][CH:27]([F:29])[F:28])=[C:6]2[CH:30]=[CH:31][CH:32]=[CH:33][C:5]=12.C([SiH](CC)CC)C>FC(F)(F)C(O)=O>[F:34][CH:2]([F:1])[O:3][C:4]1[C:12]2[CH2:11][N:10]([C:14]3[CH:19]=[CH:18][C:17]([CH2:20][C:21]([OH:23])=[O:22])=[CH:16][C:15]=3[F:24])[C:9](=[O:25])[C:8]=2[C:7]([O:26][CH:27]([F:28])[F:29])=[C:6]2[CH:30]=[CH:31][CH:32]=[CH:33][C:5]=12.